Task: describe an organic reaction: reactants, conditions, products, and yield. Dataset: the Open Reaction Database (ORD), a public repository of structured organic reaction records The reactants are C(C1=CC=CC=C1)OC(N[C@@H]([C@H](C)O)C(NCCC(OCC)OCC)=O)=O ([(1S,2S)-1-(3,3-diethoxy-propylcarbamoyl)-2-hydroxy-propyl]-carbamic acid benzyl ester), C(CCCCCCCCCCCCC)(=O)O (myristic acid), C1(CCCCC1)N=C=NC1CCCCC1 (dicyclohexylcarbodiimide), CN(C)C1=NC=CC=C1 (dimethylaminopyridine). Solvent: C(Cl)Cl (methylene chloride). Run at time 18 hour. The product is C(CCCCCCCCCCCCC)(=O)O[C@H]([C@@H](C(=O)NCCC(OCC)OCC)NC(=O)OCC1=CC=CC=C1)C ((1S,2S)-2-{[(benzyloxy)carbonyl]amino}-3-[(3,3-diethoxypropyl)amino]-1-methyl-3-oxopropyl myristate). Isolated yield 83.2%. As a reaction SMILES: [CH2:1]([O:8][C:9](=[O:27])[NH:10][C@H:11]([C:15](=[O:26])[NH:16][CH2:17][CH2:18][CH:19]([O:23][CH2:24][CH3:25])[O:20][CH2:21][CH3:22])[C@@H:12]([OH:14])[CH3:13])[C:2]1[CH:7]=[CH:6][CH:5]=[CH:4][CH:3]=1.[C:28](O)(=[O:42])[CH2:29][CH2:30][CH2:31][CH2:32][CH2:33][CH2:34][CH2:35][CH2:36][CH2:37][CH2:38][CH2:39][CH2:40][CH3:41].C1(N=C=NC2CCCCC2)CCCCC1.CN(C1C=CC=CN=1)C>C(Cl)Cl>[C:28]([O:14][C@@H:12]([CH3:13])[C@H:11]([NH:10][C:9]([O:8][CH2:1][C:2]1[CH:7]=[CH:6][CH:5]=[CH:4][CH:3]=1)=[O:27])[C:15]([NH:16][CH2:17][CH2:18][CH:19]([O:20][CH2:21][CH3:22])[O:23][CH2:24][CH3:25])=[O:26])(=[O:42])[CH2:29][CH2:30][CH2:31][CH2:32][CH2:33][CH2:34][CH2:35][CH2:36][CH2:37][CH2:38][CH2:39][CH2:40][CH3:41]. Reported procedure: To a solution of [(1S,2S)-1-(3,3-diethoxy-propylcarbamoyl)-2-hydroxy-propyl]carbamic acid benzyl ester (300 mg, 0.785 mmol, obtained from Reference Example 17) in methylene chloride (5 ml) was added myristic acid (163 mg, 0.714 mmol), dicyclohexylcarbodiimide (162 mg, 0.785 mmol) and dimethylaminopyridine (9 mg, 0.074 mmol). The resulting mixture was stirred under nitrogen at room temperature for 18 hours. The mixture was filtered, the filtrate was washed with 2% hydrochloric acid, aqueous sodiu... Reactants: NC=1N=CC2=C(N1)CCN(C2)C=2C(NC=CC2C)=O (3-(2-amino-7,8-dihydropyrido[4,3-d]pyrimidin-6(5H)-yl)-4-methylpyridin-2(1H)-one), IC1=NN(C=C1)C (3-iodo-1-methyl-1H-pyrazole), CNCCNC (N1,N2-dimethylethane-1,2-diamine), P(=O)([O-])([O-])[O-].[K+].[K+].[K+] (potassium phosphate). The reagents and catalysts are [Cu](I)I (copper iodide). The solvent is CN1C(CCC1)=O (N-methylpyrrolidone). Reaction conditions: temperature 70 celsius, time 17 hour. Yields the product NC=1N=CC2=C(N1)CCN(C2)C2C(N(CC=C2C)C2=NN(C=C2)C)=O (3-(2-amino-7,8-dihydropyrido[4,3-d]pyrimidin-6(5H)-yl)-4-methyl-1-(1-methyl-1H-pyrazol-3-yl)-1,6-dihydropyridin-2(3H)-one). The yield is 51.6%. As a reaction SMILES: [NH2:1][C:2]1[N:3]=[CH:4][C:5]2[CH2:11][N:10]([C:12]3[C:13](=[O:19])[NH:14][CH:15]=[CH:16][C:17]=3[CH3:18])[CH2:9][CH2:8][C:6]=2[N:7]=1.I[C:21]1[CH:25]=[CH:24][N:23]([CH3:26])[N:22]=1.CNCCNC.P([O-])([O-])([O-])=O.[K+].[K+].[K+]>[Cu](I)I.CN1CCCC1=O>[NH2:1][C:2]1[N:3]=[CH:4][C:5]2[CH2:11][N:10]([CH:12]3[C:17]([CH3:18])=[CH:16][CH2:15][N:14]([C:21]4[CH:25]=[CH:24][N:23]([CH3:26])[N:22]=4)[C:13]3=[O:19])[CH2:9][CH2:8][C:6]=2[N:7]=1 |f:3.4.5.6|. Reported procedure: A degassed solution of 3-(2-amino-7,8-dihydropyrido[4,3-d]pyrimidin-6(5H)-yl)-4-methylpyridin-2(1H)-one (27 mg, 0.100 mmol), 3-iodo-1-methyl-1H-pyrazole (20 mg, 0.097 mmol), N1,N2-dimethylethane-1,2-diamine (5 mg, 0.049 mmol), copper iodide (4 mg, 0.020 mmol), and potassium phosphate (43 mg, 0.197 mmol) 2 mL of N-methylpyrrolidone was heated to 70° C. After allowing the reaction to stir overnight (17 h) at 70° C., the reaction was complete and allowed to cool to room temperature. The reaction wa... The reactants are O=C([O-])O, [NH4+], [Na+], [Na+], O=[N+]([O-])[O-], [OH-], O, O=S(=O)(O)O, c1ccn2nccc2c1. Yields the product O=[N+]([O-])c1cnn2ccccc12. As a reaction SMILES: [C:17](=[O:18])([OH:19])[O-:20].[NH4+:10].[Na+:16].[Na+:21].[O-:11][N+:12]([O-:13])=[O:14].[OH-:15].[OH2:27].[S:22](=[O:23])(=[O:24])([OH:25])[OH:26].[n:1]1[cH:2][cH:3][c:4]2[n:5]1[cH:6][cH:7][cH:8][cH:9]2>>[n:1]1[cH:2][c:3]([N+:12](=[O:11])[O-:13])[c:4]2[n:5]1[cH:6][cH:7][cH:8][cH:9]2. The reactants are CC(=O)NC(C)C(=O)NC(C)C(=O)N1CCCC1C(=O)O, CCOC(=O)N(C)N, CN1CCOCC1, CC(C)COC(=O)Cl, C1CCOC1. Yields the product CCOC(=O)N(C)NC(=O)C1CCCN1C(=O)C(C)NC(=O)C(C)NC(C)=O. As a reaction SMILES: [C:1]([CH3:2])(=[O:3])[NH:4][CH:5]([CH3:6])[C:7](=[O:8])[NH:9][CH:10]([CH3:11])[C:12](=[O:13])[N:14]1[CH:15]([C:16](=[O:17])[OH:18])[CH2:19][CH2:20][CH2:21]1.[CH2:37]([CH3:38])[O:39][C:40]([N:41]([NH2:42])[CH3:43])=[O:44].[CH3:22][N:23]1[CH2:24][CH2:25][O:26][CH2:27][CH2:28]1.[Cl:29][C:30]([O:31][CH2:32][CH:33]([CH3:34])[CH3:35])=[O:36].[O:45]1[CH2:46][CH2:47][CH2:48][CH2:49]1>>[C:1]([CH3:2])(=[O:3])[NH:4][CH:5]([CH3:6])[C:7](=[O:8])[NH:9][CH:10]([CH3:11])[C:12](=[O:13])[N:14]1[CH:15]([C:16](=[O:18])[NH:42][N:41]([C:40]([O:39][CH2:37][CH3:38])=[O:44])[CH3:43])[CH2:19][CH2:20][CH2:21]1. Starting materials: C(C)(=O)ON1C(N(C(C1(C1=CC=CC=C1)C)=O)C(=O)C1=CC=CC2=CC=CC=C12)=O (5-methyl-3-naphthylcarbonyl-2,4-dioxo-5-phenylimidazolidinyl acetate), FC(C(=O)O)(F)F.ClCCl (trifluoroacetic acid dichloromethane), Cl (hydrochloric acid). Conditions: time 8 hour. The product is CC1(C(N(C(N1CC(=O)O)=O)C(=O)C1=CC=CC2=CC=CC=C12)=O)C1=CC=CC=C1 (5-Methyl-3-naphthylcarbonyl-2,4-dioxo-5-phenylimidazolidinylacetic acid). Reaction SMILES: C(O[N:5]1[C:9]([CH3:16])([C:10]2[CH:15]=[CH:14][CH:13]=[CH:12][CH:11]=2)[C:8](=[O:17])[N:7]([C:18]([C:20]2[C:29]3[C:24](=[CH:25][CH:26]=[CH:27][CH:28]=3)[CH:23]=[CH:22][CH:21]=2)=[O:19])[C:6]1=[O:30])(=O)C.Cl.F[C:33](F)(F)[C:34]([OH:36])=[O:35].ClCCl>>[CH3:16][C:9]1([C:10]2[CH:11]=[CH:12][CH:13]=[CH:14][CH:15]=2)[N:5]([CH2:33][C:34]([OH:36])=[O:35])[C:6](=[O:30])[N:7]([C:18]([C:20]2[C:29]3[C:24](=[CH:25][CH:26]=[CH:27][CH:28]=3)[CH:23]=[CH:22][CH:21]=2)=[O:19])[C:8]1=[O:17] |f:2.3|. Reported procedure: Tert-butyl (5-methyl-3-naphthylcarbonyl-2,4-dioxo-5-phenylimidazolidinyl acetate (400 mg) was dissolved in a 20% trifluoroacetic acid/dichloromethane solution (10 mL), and the mixture was stirred at room temperature overnight. After 0.5N hydrochloric acid was added, and the solution was extracted twice using chloroform (100 mL). The resulting organic layer was washed with a saturated brine, and dried over anhydrous magnesium sulfate, and the solvent was distilled off. Further recrystallization f... Starting materials: [H-].[Al+3].[Li+].[H-].[H-].[H-] (lithium aluminum hydride), [I-].[Li+] (lithium iodide), [OH-].[Na+] (sodium hydroxide), O1C(CCCC1)OC1C=CC(C1)=O (4-(tetrahydro-pyran-2-yloxy)-cyclopent-2-enone). The solvent is C1(=CC=CC=C1)C (toluene), COC(C)(C)C (tert-butyl methyl ether), COC(C)(C)C (tert-butyl methyl ether), C1(=CC=CC=C1)C (toluene). Reaction conditions: time 30 minute. Product: O1C(CCCC1)O[C@H]1C=C[C@H](C1)O (cis-4-(tetrahydro-pyran-2-yloxy)-cyclopent-2-enol). Isolated yield 73.5%. RXN SMILES: [H-].[Al+3].[Li+].[H-].[H-].[H-].[I-].[Li+].[O:9]1[CH2:14][CH2:13][CH2:12][CH2:11][CH:10]1[O:15][CH:16]1[CH2:20][C:19](=[O:21])[CH:18]=[CH:17]1.[OH-].[Na+]>COC(C)(C)C.C1(C)C=CC=CC=1>[O:9]1[CH2:14][CH2:13][CH2:12][CH2:11][CH:10]1[O:15][C@@H:16]1[CH2:20][C@H:19]([OH:21])[CH:18]=[CH:17]1 |f:0.1.2.3.4.5,6.7,9.10|. Reported procedure: A slurry of lithium aluminum hydride (222 mg, 5.8 mmol), lithium iodide (3.2 g, 24 mmol), tert-butyl methyl ether (6 mL) and toluene (16 mL) is cooled to -15° C. A solution of 4-(tetrahydro-pyran-2-yloxy)-cyclopent-2-enone (2.179 g, 11.97 mmol, prepared in example 5) in tert-butyl methyl ether (2 mL) and toluene (2 mL) is added dropwise over 40 minutes. The reaction mixture is allowed to stir for 30 minutes. Then sodium hydroxide (1N, 5 mL) is added slowly to the reaction mixture. The slurry is ... The reactants are ClC=1C=C2C=3CC(CCC3NC2=C(C1)Cl)(CCCC1=CC=CC=C1)CN[C@H](CO)C(C)C ((2S)-2-[[[6,8-dichloro-2,3,4,9-tetrahydro-3-(3-phenylpropyl)-1H-carbazol-3-yl]methyl]amino]-3-methyl-1-butanol), ClC1=C(C=CC(=C1)Cl)NN (2,4-dichlorophenylhydrazine). The product is CC([C@@H](CO)NCC1(CCC=2NC3=CC=CC=C3C2C1)CCCC1=CC=CC=C1)C ((2S)-3-Methyl-2-[[[2,3,4,9-tetrahydro-3-(3-phenylpropyl)-1H-carbazol-3-yl]methyl]-amino]-1-butanol). Reaction SMILES: Cl[C:2]1[CH:3]=[C:4]2[C:12](=[C:13](Cl)[CH:14]=1)[NH:11][C:10]1[CH2:9][CH2:8][C:7]([CH2:25][NH:26][C@@H:27]([CH:30]([CH3:32])[CH3:31])[CH2:28][OH:29])([CH2:16][CH2:17][CH2:18][C:19]3[CH:24]=[CH:23][CH:22]=[CH:21][CH:20]=3)[CH2:6][C:5]2=1.ClC1C=C(Cl)C=CC=1NN>>[CH3:31][CH:30]([CH3:32])[C@H:27]([NH:26][CH2:25][C:7]1([CH2:16][CH2:17][CH2:18][C:19]2[CH:20]=[CH:21][CH:22]=[CH:23][CH:24]=2)[CH2:6][C:5]2[C:4]3[C:12](=[CH:13][CH:14]=[CH:2][CH:3]=3)[NH:11][C:10]=2[CH2:9][CH2:8]1)[CH2:28][OH:29]. Procedure details: 17 mg of (2S)-2-[[[6,8-dichloro-2,3,4,9-tetrahydro-3-(3-phenylpropyl)-1H-carbazol-3-yl]methyl]amino]-3-methyl-1-butanol 286 is produced analogously with use of 2,4-dichlorophenylhydrazine. Starting materials: CS(=O)(=O)c1ccc([Sn](C)(C)C)c(C(=O)N2CCN(c3ccc(C(F)(F)F)cc3)CC2)c1, CN(C)C=O, I[Cu]I, Cc1csc(I)n1, O, c1ccc([As](c2ccccc2)c2ccccc2)cc1. The product is Cc1csc(-c2ccc(S(C)(=O)=O)cc2C(=O)N2CCN(c3ccc(C(F)(F)F)cc3)CC2)n1. RXN SMILES: [CH3:1][S:2](=[O:3])(=[O:4])[c:5]1[cH:6][cH:7][c:8]([Sn:29]([CH3:30])([CH3:31])[CH3:32])[c:9]([C:11](=[O:12])[N:13]2[CH2:14][CH2:15][N:16]([c:19]3[cH:20][cH:21][c:22]([C:25]([F:26])([F:27])[F:28])[cH:23][cH:24]3)[CH2:17][CH2:18]2)[cH:10]1.[CH3:59][N:60]([CH3:61])[CH:62]=[O:63].[Cu:65]([I:66])[I:67].[I:33][c:34]1[s:35][cH:36][c:37]([CH3:39])[n:38]1.[OH2:64].[cH:40]1[cH:41][cH:42][c:43]([As:44]([c:45]2[cH:46][cH:47][cH:48][cH:49][cH:50]2)[c:51]2[cH:52][cH:53][cH:54][cH:55][cH:56]2)[cH:57][cH:58]1>>[CH3:1][S:2](=[O:3])(=[O:4])[c:5]1[cH:6][cH:7][c:8](-[c:34]2[s:35][cH:36][c:37]([CH3:39])[n:38]2)[c:9]([C:11](=[O:12])[N:13]2[CH2:14][CH2:15][N:16]([c:19]3[cH:20][cH:21][c:22]([C:25]([F:26])([F:27])[F:28])[cH:23][cH:24]3)[CH2:17][CH2:18]2)[cH:10]1. The reactants are CCOC(OCC)c1ccc(C(C)(C)O)cc1F, CC(C)=O, Cl. Yields the product CC(C)(O)c1ccc(C=O)c(F)c1. As a reaction SMILES: [CH2:1]([O:3][CH:4]([O:2][CH2:16][CH3:17])[c:5]1[c:6]([F:15])[cH:7][c:8]([C:11]([CH3:12])([CH3:13])[OH:14])[cH:9][cH:10]1)[CH3:18].[CH3:20][C:21](=[O:22])[CH3:23].[ClH:19]>>[O:3]=[CH:4][c:5]1[c:6]([F:15])[cH:7][c:8]([C:11]([CH3:12])([CH3:13])[OH:14])[cH:9][cH:10]1.